From a dataset of the Open Reaction Database (ORD), a public repository of structured organic reaction records. describe an organic reaction: reactants, conditions, products, and yield The reactants are O=C([O-])O, CC(C)CCO, CNCCNC, Clc1ccncc1, Cl, [Na+]. The product is CNCCN(C)c1ccncc1. As a reaction SMILES: [C:15](=[O:16])([OH:17])[O-:18].[CH2:20]([OH:21])[CH2:22][CH:23]([CH3:24])[CH3:25].[CH3:9][NH:10][CH2:11][CH2:12][NH:13][CH3:14].[Cl:2][c:3]1[cH:4][cH:5][n:6][cH:7][cH:8]1.[ClH:1].[Na+:19]>>[c:3]1([N:10]([CH3:9])[CH2:11][CH2:12][NH:13][CH3:14])[cH:4][cH:5][n:6][cH:7][cH:8]1.